This data is from the Open Reaction Database (ORD), a public repository of structured organic reaction records. The task is: describe an organic reaction: reactants, conditions, products, and yield Run in C(Cl)Cl (CH2Cl2). RXN SMILES: [OH:1][CH2:2][C:3]1[CH:8]=[CH:7][C:6]([CH2:9][C:10]([O:12][CH3:13])=[O:11])=[CH:5][CH:4]=1.N1C(C)=CC=CC=1C.[Si:22](OS(C(F)(F)F)(=O)=O)([CH:29]([CH3:31])[CH3:30])([CH:26]([CH3:28])[CH3:27])[CH:23]([CH3:25])[CH3:24]>C(Cl)Cl>[CH:23]([Si:22]([CH:29]([CH3:31])[CH3:30])([CH:26]([CH3:28])[CH3:27])[O:1][CH2:2][C:3]1[CH:8]=[CH:7][C:6]([CH2:9][C:10]([O:12][CH3:13])=[O:11])=[CH:5][CH:4]=1)([CH3:25])[CH3:24]. Procedure details: To methyl 2-(4-(hydroxymethyl)phenyl)acetate (E132) in CH2Cl2 at 0° C. was added 2,6-lutidine and TIPS-OTf. The ice bath was removed and the solution was allowed to warm to room temperature and stir. After 4 h the solution was poured into NH4Cl(sat) and CH2Cl2 and the organic layer was further extracted with NH4Cl(sat). The organics were dried (MgSO4) filtered and evaporated. Column chromatography (SiO2, 0-15% EtOAc/Hexanes) gave pure methyl 2-(4-((triisopropylsilyloxy)methyl)phenyl)acetate (E13... Starting materials: OCC1=CC=C(C=C1)CC(=O)OC (methyl 2-(4-(hydroxymethyl)phenyl)acetate), N1=C(C=CC=C1C)C (2,6-lutidine), [Si](C(C)C)(C(C)C)(C(C)C)OS(=O)(=O)C(F)(F)F (TIPS-OTf). Isolated yield 0.0%. Yields the product EtOAc Hexanes, C(C)(C)[Si](OCC1=CC=C(C=C1)CC(=O)OC)(C(C)C)C(C)C (methyl 2-(4-((triisopropylsilyloxy)methyl)phenyl)acetate).